This data is from the Open Reaction Database (ORD), a public repository of structured organic reaction records. The task is: describe an organic reaction: reactants, conditions, products, and yield Starting materials: COc1cc(C=O)cc([N+](=O)[O-])c1OC, C1CCOC1, O=S(=O)(O)O, [Li]c1ccccc1. Yields the product COc1cc(C(O)c2ccccc2)cc([N+](=O)[O-])c1OC. Reaction SMILES: [CH3:8][O:9][c:10]1[cH:11][c:12]([CH:13]=[O:14])[cH:15][c:16]([N+:20](=[O:21])[O-:22])[c:17]1[O:18][CH3:19].[O:28]1[CH2:29][CH2:30][CH2:31][CH2:32]1.[S:23](=[O:24])(=[O:25])([OH:26])[OH:27].[c:1]1([Li:7])[cH:2][cH:3][cH:4][cH:5][cH:6]1>>[c:1]1([CH:13]([c:12]2[cH:11][c:10]([O:9][CH3:8])[c:17]([O:18][CH3:19])[c:16]([N+:20](=[O:21])[O-:22])[cH:15]2)[OH:14])[cH:2][cH:3][cH:4][cH:5][cH:6]1. Starting materials: C1(CC1)C#CC(=O)C1=CC=C(C=C1)[N+](=O)[O-] (3-Cyclopropyl-1-(4-nitrophenyl)prop-2-yn-1-one), CNN (Methylhydrazine). Run in CN(C=O)C (N,N-dimethylformamide), O (water). Run at temperature 0 celsius, time 8 hour. The product is C1(CC1)C1=NN(C(=C1)C1=CC=C(C=C1)[N+](=O)[O-])C (3-cyclopropyl-1-methyl-5-(4-nitrophenyl)-1H-pyrazole). As a reaction SMILES: [CH:1]1([C:4]#[C:5][C:6]([C:8]2[CH:13]=[CH:12][C:11]([N+:14]([O-:16])=[O:15])=[CH:10][CH:9]=2)=O)[CH2:3][CH2:2]1.[CH3:17][NH:18][NH2:19]>CN(C)C=O.O>[CH:1]1([C:4]2[CH:5]=[C:6]([C:8]3[CH:13]=[CH:12][C:11]([N+:14]([O-:16])=[O:15])=[CH:10][CH:9]=3)[N:18]([CH3:17])[N:19]=2)[CH2:3][CH2:2]1. Procedure: 3-Cyclopropyl-1-(4-nitrophenyl)prop-2-yn-1-one (500 mg, 2.323 mmol) was dissolved in N,N-dimethylformamide (7.75 mL), and the solution was chilled to 0° C. Methylhydrazine (118 mg, 2.56 mmol) was added dropwise. The mixture was stirred overnight at room temperature then diluted with water (25 mL) and stirred for 45 minutes. The resulting precipitate was collected by filtration to give the title compound. Reactants: FC=1C(NC(N([C@H]2C[C@H](O)[C@@H](COC(C3=CC=CC=C3)(C3=CC=CC=C3)C3=CC=CC=C3)O2)C1)=O)=O (2'-deoxy-5-fluoro-5'-O-trityluridine), fine powder, [OH-].[K+] (potassium hydroxide), BrC=1SC(=C(C1Br)Br)CCl (2,3,4- tribromo-5-chloromethylthiophene). The solvent is O1CCOCC1 (dioxane). Conditions: temperature 80 celsius, time 2 hour. Product: FC=1C(NC(N([C@H]2C[C@H](OCC3=C(C(=C(S3)Br)Br)Br)[C@@H](CO)O2)C1)=O)=O (2'-deoxy 5-fluoro-3'-O-(3,4,5-tribromo-2-thenyl)uridine). Yield: 18.1%. RXN SMILES: [F:1][C:2]1[C:3](=[O:36])[NH:4][C:5](=[O:35])[N:6]([CH:34]=1)[C@@H:7]1[O:33][C@H:11]([CH2:12][O:13]C(C2C=CC=CC=2)(C2C=CC=CC=2)C2C=CC=CC=2)[C@@H:9]([OH:10])[CH2:8]1.[OH-].[K+].[Br:39][C:40]1[S:41][C:42]([CH2:47]Cl)=[C:43]([Br:46])[C:44]=1[Br:45]>O1CCOCC1>[F:1][C:2]1[C:3](=[O:36])[NH:4][C:5](=[O:35])[N:6]([CH:34]=1)[C@@H:7]1[O:33][C@H:11]([CH2:12][OH:13])[C@@H:9]([O:10][CH2:47][C:42]2[S:41][C:40]([Br:39])=[C:44]([Br:45])[C:43]=2[Br:46])[CH2:8]1 |f:1.2|. Procedure: To a solution of 5.00 g of 2'-deoxy-5-fluoro-5'-O-trityluridine in 100 ml of dioxane were added 5.74 g of fine powder of potassium hydroxide and 5.65 g of 2,3,4- tribromo-5-chloromethylthiophene, and the mixture was stirred at a temperature of 80° C. for 2 hours. The reaction mixture was concentrated and the residue was dissolved in 100 ml of ethyl acetate. The solution was washed with aqueous solution of acetic acid, dried and concentrated. To the residue was added 100 ml of 80% acetic acid and... Reactants: OC1CCC=2N(C3=CC=CC=C3C2C1)C (3-hydroxy-9-methyl-1,2,3,4-tetrahydrocarbazole), S(=O)(=O)(C1=CC=C(C)C=C1)Cl (tosyl chloride), CC=1C=C2C=3CC(CCC3NC2=CC1)OS(=O)(=O)C1=CC=C(C)C=C1 (6-methyl-3-tosyloxy-1,2,3,4-tetrahydrocarbazole). The product is CN1C2=CC=CC=C2C=2CC(CCC12)OS(=O)(=O)C1=CC=C(C)C=C1 (9-methyl-3-tosyloxy-1,2,3,4-tetrahydrocarbazole). As a reaction SMILES: [OH:1][CH:2]1[CH2:14][C:13]2[C:12]3[C:7](=[CH:8][CH:9]=[CH:10][CH:11]=3)[N:6]([CH3:15])[C:5]=2[CH2:4][CH2:3]1.[S:16](Cl)([C:19]1[CH:25]=[CH:24][C:22]([CH3:23])=[CH:21][CH:20]=1)(=[O:18])=[O:17].CC1C=C2C(=CC=1)NC1CCC(OS(C3C=CC(C)=CC=3)(=O)=O)CC2=1>>[CH3:15][N:6]1[C:5]2[CH2:4][CH2:3][CH:2]([O:1][S:16]([C:19]3[CH:25]=[CH:24][C:22]([CH3:23])=[CH:21][CH:20]=3)(=[O:18])=[O:17])[CH2:14][C:13]=2[C:12]2[C:7]1=[CH:8][CH:9]=[CH:10][CH:11]=2. Procedure details: The 9-methyl-3-tosyloxy-1,2,3,4-tetrahydrocarbazole was prepared from 49 g. of 3-hydroxy-9-methyl-1,2,3,4-tetrahydrocarbazole and 49 g. of tosyl chloride using the procedure described in Example 21 for the preparation of 6-methyl-3-tosyloxy-1,2,3,4-tetrahydrocarbazole. There was thus obtained 81 g. of 9-methyl-3-tosyloxy-1,2,3,4-tetrahydrocabazole which melted at 155°-157°C. The reactants are FC(OC1=C(C=CC=C1)B(O)O)(F)F (2-trifluoromethoxyphenyl boronic acid), ClC1=CC=CC(=N1)N1N=C(C=C1C)C(=O)OCC (Ethyl 1-(6-chloropyridin-2-yl)-5-methyl-1H-pyrazole-3-carboxylate), C(CC)O (n-propanol), tetrabis(triphenylphosphine)palladium, C([O-])(O)=O.[Na+] (sodium bicarbonate). Run in C1(=CC=CC=C1)C (toluene). Conditions: temperature 90 celsius, time 16 hour. The product is CC1=CC(=NN1C1=NC(=CC=C1)C1=C(C=CC=C1)OC(F)(F)F)C(=O)OCC (Ethyl 5-methyl-1-{6-[2-(trifluoromethoxy)phenyl]pyridin-2-yl}-1H-pyrazole-3-carboxylate). The yield is 12.3%. As a reaction SMILES: [F:1][C:2]([F:14])([F:13])[O:3][C:4]1[CH:9]=[CH:8][CH:7]=[CH:6][C:5]=1B(O)O.Cl[C:16]1[N:21]=[C:20]([N:22]2[C:26]([CH3:27])=[CH:25][C:24]([C:28]([O:30][CH2:31][CH3:32])=[O:29])=[N:23]2)[CH:19]=[CH:18][CH:17]=1.C(O)CC.C(=O)(O)[O-].[Na+]>C1(C)C=CC=CC=1>[CH3:27][C:26]1[N:22]([C:20]2[CH:19]=[CH:18][CH:17]=[C:16]([C:5]3[CH:6]=[CH:7][CH:8]=[CH:9][C:4]=3[O:3][C:2]([F:14])([F:13])[F:1])[N:21]=2)[N:23]=[C:24]([C:28]([O:30][CH2:31][CH3:32])=[O:29])[CH:25]=1 |f:3.4|. Reported procedure: To the solution of 2-trifluoromethoxyphenyl boronic acid (0.192 g, 0.92 mmol) and the 2-chloropyridine compound from Step 1 (0.165 g, 0.62 mmol) in toluene:n-propanol (3 mL:3 mL) were added tetrabis(triphenylphosphine)palladium (0.072 g, 0.062 mmol) and aqueous sodium bicarbonate (2.0M, 0.62 mL, 1.2 mmol). The reaction mixture was stirred at 90° C. for 16 hours. After cooling to room temperature, the mixture was filtered through a Celite pad, and washed with ethyl acetate (3 times). The filtrate... Starting materials: BrC=1C=CC(=C(C#N)C1)N1C=NC(=C1)C (5-bromo-2-(4-methyl-imidazol-1-yl)-benzonitrile), N,N-dimethylmethyleneiminium chloride. The solvent is CN(C)C=O (DMF). Yields the product BrC=1C=CC(=C(C#N)C1)N1C=NC(=C1CN(C)C)C (5-Bromo-2-(5-dimethylaminomethyl-4-methyl-imidazol-1-yl)-benzonitrile). As a reaction SMILES: [Br:1][C:2]1[CH:3]=[CH:4][C:5]([N:10]2[CH:14]=[C:13]([CH3:15])[N:12]=[CH:11]2)=[C:6]([CH:9]=1)[C:7]#[N:8]>CN(C=O)C>[Br:1][C:2]1[CH:3]=[CH:4][C:5]([N:10]2[C:14]([CH2:5][N:10]([CH3:14])[CH3:11])=[C:13]([CH3:15])[N:12]=[CH:11]2)=[C:6]([CH:9]=1)[C:7]#[N:8]. Procedure: A solution of 5-bromo-2-(4-methyl-imidazol-1-yl)-benzonitrile (11.0 g, 42.0 mmol) and N,N-dimethylmethyleneiminium chloride (5.0 g, 53.4 mmol) in DMF (75 mL) was stirred at 90° C. for 16 h. The solvent was evaporated and the oily residue was partitioned between saturated aqueous sodium bicarbonate solution and ethyl acetate. The organic phase was dried over sodium sulfate, concentrated and chromatographed (SiO2, dichloromethane:methanol=1000:0 to 965:35) to afford the title compound as an oil th... Starting materials: COC(OC)c1cccc(OCCOc2nccnc2N2CCNCC2)c1, CO. Yields the product COC(OC)c1cccc(OCCO)c1. RXN SMILES: [CH3:1][O:2][CH:3]([c:4]1[cH:5][c:6]([O:7][CH2:8][CH2:9][O:10][c:11]2[c:12]([N:13]3[CH2:14][CH2:15][NH:16][CH2:17][CH2:18]3)[n:19][cH:20][cH:21][n:22]2)[cH:23][cH:24][cH:25]1)[O:26][CH3:27].[CH3:28][OH:29]>>[CH3:1][O:2][CH:3]([c:4]1[cH:5][c:6]([O:7][CH2:8][CH2:9][OH:10])[cH:23][cH:24][cH:25]1)[O:26][CH3:27].